This data is from the Open Reaction Database (ORD), a public repository of structured organic reaction records. The task is: describe an organic reaction: reactants, conditions, products, and yield Starting materials: Oc1cc(-c2cccc(F)c2)nc2ccc(Br)cc12, O, O=P(Cl)(Cl)Cl. Product: Fc1cccc(-c2cc(Cl)c3cc(Br)ccc3n2)c1. Reaction SMILES: [Br:1][c:2]1[cH:3][c:4]2[c:5]([OH:19])[cH:6][c:7](-[c:12]3[cH:13][c:14]([F:18])[cH:15][cH:16][cH:17]3)[n:8][c:9]2[cH:10][cH:11]1.[OH2:25].[P:20]([Cl:21])([Cl:22])([Cl:23])=[O:24]>>[Br:1][c:2]1[cH:3][c:4]2[c:5]([Cl:22])[cH:6][c:7](-[c:12]3[cH:13][c:14]([F:18])[cH:15][cH:16][cH:17]3)[n:8][c:9]2[cH:10][cH:11]1. Reactants: CCN=C=NCCCN(C)C, CN(C)c1ccncc1, ClCCl, Cl, Cc1nc(-c2ccc(F)cc2)ccc1C(=O)O, CN1CCCc2ccc(N)cc21. The product is Cc1nc(-c2ccc(F)cc2)ccc1C(=O)Nc1ccc2c(c1)N(C)CCC2. RXN SMILES: [CH3:31][N:32]([CH3:33])[CH2:34][CH2:35][CH2:36][N:37]=[C:38]=[N:39][CH2:40][CH3:41].[CH3:45][N:46]([CH3:47])[c:48]1[cH:49][cH:50][n:51][cH:52][cH:53]1.[Cl:42][CH2:43][Cl:44].[ClH:30].[F:13][c:14]1[cH:15][cH:16][c:17](-[c:20]2[n:21][c:22]([CH3:29])[c:23]([C:24](=[O:25])[OH:26])[cH:27][cH:28]2)[cH:18][cH:19]1.[NH2:1][c:2]1[cH:3][cH:4][c:5]2[c:10]([cH:11]1)[N:9]([CH3:12])[CH2:8][CH2:7][CH2:6]2>>[NH:1]([c:2]1[cH:3][cH:4][c:5]2[c:10]([cH:11]1)[N:9]([CH3:12])[CH2:8][CH2:7][CH2:6]2)[C:24]([c:23]1[c:22]([CH3:29])[n:21][c:20](-[c:17]2[cH:16][cH:15][c:14]([F:13])[cH:19][cH:18]2)[cH:28][cH:27]1)=[O:25]. The reactants are O=C([O-])[O-], CC(C)CCI, CN(C)C=O, CCOC(C)=O, Cl, [K+], [K+], O, COC(=O)Cc1cc(C(=O)c2ccc(OCC(C)C)cc2O)ccc1OCC(C)C. The product is COC(=O)Cc1cc(C(=O)c2ccc(OCC(C)C)cc2OCCC(C)C)ccc1OCC(C)C. RXN SMILES: [C:31](=[O:32])([O-:33])[O-:34].[CH2:37]([CH2:38][CH:39]([CH3:40])[CH3:41])[I:42].[CH3:44][N:45]([CH3:46])[CH:47]=[O:48].[CH3:50][CH2:51][O:52][C:53](=[O:54])[CH3:55].[ClH:43].[K+:35].[K+:36].[OH2:49].[OH:1][c:2]1[c:3]([C:4](=[O:5])[c:6]2[cH:7][cH:8][c:9]([O:17][CH2:18][CH:19]([CH3:20])[CH3:21])[c:10]([CH2:12][C:13](=[O:14])[O:15][CH3:16])[cH:11]2)[cH:22][cH:23][c:24]([O:26][CH2:27][CH:28]([CH3:29])[CH3:30])[cH:25]1>>[O:1]([c:2]1[c:3]([C:4](=[O:5])[c:6]2[cH:7][cH:8][c:9]([O:17][CH2:18][CH:19]([CH3:20])[CH3:21])[c:10]([CH2:12][C:13](=[O:14])[O:15][CH3:16])[cH:11]2)[cH:22][cH:23][c:24]([O:26][CH2:27][CH:28]([CH3:29])[CH3:30])[cH:25]1)[CH2:37][CH2:38][CH:39]([CH3:40])[CH3:41]. Reactants: C(CCl)Cl.C=1C=CC2=C(C1)N=NN2O (EDC HOBt), NC1=CC=C(C=C1)C(CC)O ((4-amino)phenylpropanol), CC1=C(C(CCC1)(C)C)/C=C/C(=C/C=C/C(=C/C(=O)O)/C)/C (retinoic acid). The solvent is CN(C)C=O (DMF). The product is C\C(=C/C(=O)NC1=CC=NC=C1)\C=C\C=C(\C=C\C1=C(CCCC1(C)C)C)/C ((2E,4E,6E,8E)-3,7-dimethyl-N-(pyridin-4-yl)-9-(2,6,6-trimethylcyclohex-1-enyl)nona-2,4,6,8-tetraenamide), solid. Yield: 69.0%. As a reaction SMILES: [NH2:1][C:2]1C=C[C:5]([CH:8](O)CC)=[CH:4][CH:3]=1.[CH3:12][C:13]1[CH2:18][CH2:17][CH2:16][C:15]([CH3:20])([CH3:19])[C:14]=1/[CH:21]=[CH:22]/[C:23](/[CH3:33])=[CH:24]/[CH:25]=[CH:26]/[C:27](/[CH3:32])=[CH:28]/[C:29]([OH:31])=O.C(Cl)CCl.C1C=CC2N(O)N=[N:44]C=2C=1>CN(C=O)C>[CH3:32]/[C:27](/[CH:26]=[CH:25]/[CH:24]=[C:23](\[CH3:33])/[CH:22]=[CH:21]/[C:14]1[C:15]([CH3:19])([CH3:20])[CH2:16][CH2:17][CH2:18][C:13]=1[CH3:12])=[CH:28]\[C:29]([NH:44][C:4]1[CH:3]=[CH:2][N:1]=[CH:8][CH:5]=1)=[O:31] |f:2.3|. Procedure: Coupling of (4-amino)phenylpropanol (453 mg; 3 mmol) and retinoic acid (600 mg, 2 mmol) in anhydrous DMF (4 mL) using standard EDC/HOBt coupling condtions yielded the desired amide as a pale, yellow solid (600 mg, 69%). EMS m/z: 434 ([M+1]+). Reported procedure: The titled compound was prepared as the hydrochloride salt according to Method CB using the product of Example 44B (79 mg, 0.5 mmol) and 4-ethynylbenzonitrile (Aldrich, 64 mg, 0.5 mmol). 1H NMR (300 MHz, DMSO-d6) δ7.99 (s, 1H), 8.10 (s, 4H), 9.34 (s, 2H), 9.36 (s, 1H) ppm; MS (DCI/NH3) m/z 249 (M+H)+. Reactants: hydrochloride salt, N (NH3), ON=C(C=1C=NC=NC1)Cl (N-Hydroxypyrimidine-5-carbimidoyl chloride), C(#C)C1=CC=C(C#N)C=C1 (4-ethynylbenzonitrile). RXN SMILES: [OH:1][N:2]=[C:3](Cl)[C:4]1[CH:5]=[N:6][CH:7]=[N:8][CH:9]=1.[C:11]([C:13]1[CH:20]=[CH:19][C:16]([C:17]#[N:18])=[CH:15][CH:14]=1)#[CH:12].N>>[N:6]1[CH:5]=[C:4]([C:3]2[CH:12]=[C:11]([C:13]3[CH:20]=[CH:19][C:16]([C:17]#[N:18])=[CH:15][CH:14]=3)[O:1][N:2]=2)[CH:9]=[N:8][CH:7]=1. Yields the product N1=CN=CC(=C1)C1=NOC(=C1)C1=CC=C(C#N)C=C1 (4-(3-(Pyrimidin-5-yl)isoxazol-5-yl)benzonitrile).